Dataset: the Open Reaction Database (ORD), a public repository of structured organic reaction records. Task: describe an organic reaction: reactants, conditions, products, and yield Run in ClCCl (dichloromethane), C(C)N(CC)CC (triethylamine). RXN SMILES: FC(F)(F)S([O-])(=O)=O.[Sn+2].FC(F)(F)S([O-])(=O)=O.[C:18]([S:22][CH3:23])(=[S:21])[CH2:19][CH3:20].C(O[C@H:28]1[NH:31][C:30](=[O:32])[C@@H:29]1[C@H:33]([O:35][Si:36]([C:39]([CH3:42])([CH3:41])[CH3:40])([CH3:38])[CH3:37])[CH3:34])(=O)C.C(O)(=O)C(O)=O>ClCCl.C(N(CC)CC)C>[C:39]([Si:36]([CH3:37])([CH3:38])[O:35][C@@H:33]([C@@H:29]1[C@@H:28]([S:21][C:18]([S:22][CH3:23])=[CH:19][CH3:20])[NH:31][C:30]1=[O:32])[CH3:34])([CH3:40])([CH3:41])[CH3:42] |f:0.1.2|. Conditions: temperature -25 celsius, time 2 hour. The product is C(C)(C)(C)[Si](O[C@H](C)[C@H]1C(N[C@@H]1SC(=CC)SC)=O)(C)C ((3S,4R)-3-[(1R)-1-(tertbutyldimethylsilyloxy)ethyl]-4-[(1-methylthio-1-propenyl)thio]-2-oxoazetidine). The reactants are FC(S(=O)(=O)[O-])(F)F.[Sn+2].FC(S(=O)(=O)[O-])(F)F (Tin(II) trifluoromethanesulfonate), aqueous solution, C(C(=O)O)(=O)O (oxalic acid), C(C)(=O)O[C@@H]1[C@H](C(N1)=O)[C@@H](C)O[Si](C)(C)C(C)(C)C ((3R,4R)-4-acetoxy-3-[(1R)-1-(tertbutyldimethylsilyloxy)ethyl]-2-oxoazetidine), C(CC)(=S)SC (methyl dithiopropionate). Yield: 47.1%. Procedure: To a suspension of Tin(II) trifluoromethanesulfonate (5.58 g) in dichloromethane (27 ml) cooled to -25° C. were added triethylamine (1.62 g) and methyl dithiopropionate (1.20 g) successively. The mixture was stirred for 2 hours at -20° C. and (3R,4R)-4-acetoxy-3-[(1R)-1-(tertbutyldimethylsilyloxy)ethyl]-2-oxoazetidine (2.0 g) was added thereto. After stirring for 2 hours at 0° C., the mixture was poured into 20% aqueous solution of oxalic acid (100 ml) and the precipitates were filtered off. The... Reactants: CC1=CN=C(S1)NC1=NC(=NC(=C1)Cl)SC1=CC=C(C=C1)NC(=O)C1CC1 (N-(4-(4-(5-methylthiazol-2-ylamino)-6-chloropyrimidin-2-ylthio)phenyl)cyclopropanecarboxamide), Cl.Cl.CN(C1CNC1)C (3-dimethylaminoazetidine dihydrochloride), C(C)(C)N(C(C)C)CC (N,N-diisopropylethylamine). The solvent is C(CCC)O (n-butanol). Reaction conditions: temperature 90 celsius. The product is CC1=CN=C(S1)NC1=NC(=NC(=C1)N1CC(C1)N(C)C)SC1=CC=C(C=C1)NC(=O)C1CC1 (N-(4-(4-(5-methylthiazol-2-ylamino)-6-(3-(dimethylamino) azetidin-1-yl)pyrimidin-2 ylthio)phenyl)cyclopropane carboxamide). The yield is 66.7%. RXN SMILES: [CH3:1][C:2]1[S:6][C:5]([NH:7][C:8]2[CH:13]=[C:12](Cl)[N:11]=[C:10]([S:15][C:16]3[CH:21]=[CH:20][C:19]([NH:22][C:23]([CH:25]4[CH2:27][CH2:26]4)=[O:24])=[CH:18][CH:17]=3)[N:9]=2)=[N:4][CH:3]=1.Cl.Cl.[CH3:30][N:31]([CH3:36])[CH:32]1[CH2:35][NH:34][CH2:33]1.C(N(CC)C(C)C)(C)C>C(O)CCC>[CH3:1][C:2]1[S:6][C:5]([NH:7][C:8]2[CH:13]=[C:12]([N:34]3[CH2:35][CH:32]([N:31]([CH3:36])[CH3:30])[CH2:33]3)[N:11]=[C:10]([S:15][C:16]3[CH:21]=[CH:20][C:19]([NH:22][C:23]([CH:25]4[CH2:27][CH2:26]4)=[O:24])=[CH:18][CH:17]=3)[N:9]=2)=[N:4][CH:3]=1 |f:1.2.3|. Reported procedure: A suspension of N-(4-(4-(5-methylthiazol-2-ylamino)-6-chloropyrimidin-2-ylthio)phenyl)cyclopropanecarboxamide (138 mg, 0.33 mmol), 3-dimethylaminoazetidine dihydrochloride (178 mg, 1.0 mmol), N,N-diisopropylethylamine (0.34 ml, 1.98 mmol) in n-butanol (10 ml) was heated at 90° C. for 17 h. Reaction mixture was then allowed to cool to room temperature, concentrated in vacuo. The crude product was purified on HPLC to give the title compound as an off-white solid (106 mg, 58%). 1H NMR (DMSO) 0.82-0... Starting materials: O=Cc1ccccc1, [Cl-], [Cl-], COc1ccc(N(CC(F)(F)F)C(N)=O)cc1, [Zn+2], Cc1ccccc1C. Yields the product COc1ccc2c(c1)C(c1ccccc1)NC(=O)N2CC(F)(F)F. As a reaction SMILES: [CH:18](=[O:19])[c:20]1[cH:21][cH:22][cH:23][cH:24][cH:25]1.[Cl-:26].[Cl-:28].[F:1][C:2]([CH2:3][N:4]([C:5](=[O:6])[NH2:7])[c:8]1[cH:9][cH:10][c:11]([O:14][CH3:15])[cH:12][cH:13]1)([F:16])[F:17].[Zn+2:27].[c:29]1([CH3:30])[c:31]([CH3:32])[cH:33][cH:34][cH:35][cH:36]1>>[F:1][C:2]([CH2:3][N:4]1[C:5](=[O:6])[NH:7][CH:18]([c:20]2[cH:21][cH:22][cH:23][cH:24][cH:25]2)[c:13]2[c:8]1[cH:9][cH:10][c:11]([O:14][CH3:15])[cH:12]2)([F:16])[F:17]. The reactants are FC(S(=O)(=O)OCCF)(F)F (2-Fluoroethyl trifluoromethanesulfonate), C(C=C)OC(=O)N1C[C@H](C[C@H]1CC1=CN2C(S1)=CN=C2C)SC=2[C@@H]([C@H]1N(C2C(=O)OCC=C)C([C@@H]1[C@@H](C)O)=O)C (allyl(1R,5S,6S)-2-[(3S,5S)-1-allyloxycarbonyl-5-(5-methylimidazo[5,1-b]thiazol-2-yl)methylpyrrolidin-3-yl]thio-6-((1R)-1-hydroxyethyl)-1-methylcarbapen-2-em-3-carboxylate). Conditions: time 3.5 hour. The product is FC(S(=O)(=O)[O-])(F)F.C(C=C)OC(=O)N1C[C@H](C[C@H]1CC1=C[N+]=2C(S1)=CN(C2C)CCF)SC=2[C@@H]([C@H]1N(C2C(=O)OCC=C)C([C@@H]1[C@@H](C)O)=O)C (allyl(1R,5S,6S)-2-[(3S,5S)-1-allyloxycarbonyl-5-[6-(2-fluoroethyl)-5-methylimidazo[5,1-b]thiazolium-2-yl]methylpyrrolidin-3-yl]thio-6-((1R)-1-hydroxyethyl)-1-methylcarbapen-2-em-3-carboxylate trifluoromethanesulfonate). The yield is 89.2%. Reaction SMILES: [F:1][C:2]([F:11])([F:10])[S:3]([O:6][CH2:7][CH2:8][F:9])(=[O:5])=[O:4].[CH2:12]([O:15][C:16]([N:18]1[C@H:22]([CH2:23][C:24]2[S:28][C:27]3=[CH:29][N:30]=[C:31]([CH3:32])[N:26]3[CH:25]=2)[CH2:21][C@H:20]([S:33][C:34]2[C@H:35]([CH3:51])[C@@H:36]3[C@@H:46]([C@H:47]([OH:49])[CH3:48])[C:45](=[O:50])[N:37]3[C:38]=2[C:39]([O:41][CH2:42][CH:43]=[CH2:44])=[O:40])[CH2:19]1)=[O:17])[CH:13]=[CH2:14]>>[F:1][C:2]([F:11])([F:10])[S:3]([O-:6])(=[O:5])=[O:4].[CH2:12]([O:15][C:16]([N:18]1[C@H:22]([CH2:23][C:24]2[S:28][C:27]3=[CH:29][N:30]([CH2:7][CH2:8][F:9])[C:31]([CH3:32])=[N+:26]3[CH:25]=2)[CH2:21][C@H:20]([S:33][C:34]2[C@H:35]([CH3:51])[C@@H:36]3[C@@H:46]([C@H:47]([OH:49])[CH3:48])[C:45](=[O:50])[N:37]3[C:38]=2[C:39]([O:41][CH2:42][CH:43]=[CH2:44])=[O:40])[CH2:19]1)=[O:17])[CH:13]=[CH2:14] |f:2.3|. Reported procedure: 2-Fluoroethyl trifluoromethanesulfonate (40.6 mg) is added to 30.6 mg of allyl(1R,5S,6S)-2-[(3S,5S)-1-allyloxycarbonyl-5-(5-methylimidazo[5,1-b]thiazol-2-yl)methylpyrrolidin-3-yl]thio-6-((1R)-1-hydroxyethyl)-1-methylcarbapen-2-em-3-carboxylate described in Example 31-a), and the mixture is stirred in an argon atmosphere at room temperature for 3.5 hr. The solvent is removed by evaporation under reduced pressure. The residue is purified by column chromatography on Sephadex LH-20 (dichloromethane:... The reactants are [Cl-].[Al+3].[Cl-].[Cl-] (aluminium chloride), C(CCCC(=O)Cl)(=O)Cl (glutaric acid chloride), C(C)(C)(C)C1=C(C(=CC=C1)C)O (2-tert-butyl-6-methylphenol). Run in C(Cl)Cl (methylene chloride), C(Cl)Cl (methylene chloride). Conditions: temperature -60 celsius, time 30 minute. The product is C(C)(C)(C)C=1C=C(C=C(C1O)C)C(CCCC(=O)C1=CC(=C(C(=C1)C)O)C(C)(C)C)=O (1,5-di(3'-tert-butyl-5'-methyl-4'-hydroxyphenyl)-1,5-pentanedione). Isolated yield 56.5%. Reaction SMILES: [Cl-].[Al+3].[Cl-].[Cl-].[C:5](Cl)(=[O:12])[CH2:6][CH2:7][CH2:8][C:9](Cl)=[O:10].[C:14]([C:18]1[CH:23]=[CH:22][CH:21]=[C:20]([CH3:24])[C:19]=1[OH:25])([CH3:17])([CH3:16])[CH3:15]>C(Cl)Cl>[C:14]([C:6]1[CH:7]=[C:8]([C:9](=[O:10])[CH2:22][CH2:23][CH2:18][C:19]([C:22]2[CH:21]=[C:20]([CH3:24])[C:19]([OH:25])=[C:18]([C:14]([CH3:17])([CH3:16])[CH3:15])[CH:23]=2)=[O:25])[CH:21]=[C:20]([CH3:24])[C:5]=1[OH:12])([CH3:15])([CH3:16])[CH3:17] |f:0.1.2.3|. Reported procedure: 27 g (200 mmol) of aluminium chloride, 6.5 ml (50 mmol) of glutaric acid chloride and 250 ml of methylene chloride are initially introduced into a 500 ml three-necked round-bottomed flask. The suspension is cooled to -60° C. and a solution of 18 g (110 mmol) of 2-tert-butyl-6-methylphenol in 30 ml of methylene chloride is added dropwise in the course of about 30-40 minutes. The hydrochloric acid gas which evolves is collected in water. The reaction mixture is stirred at -50° C. for 30 minutes an... Starting materials: [OH-].[Na+] (sodium hydroxide), C(C)(=O)[O-].[NH4+] (ammonium acetate), CC(C)([O-])C.[K+] (potassium t-butoxide), CSC(=CC(=O)C1=CC=C(C=C1)Cl)SC (3,3-bis-(methylthio)-1-(4'-chlorophenyl)-2-propen-1-one), ClC=1C=C(C=CC1)C(C)=O (m-chloroacetophenone). Run in C(C)(=O)O (acetic acid), O1CCCC1 (tetrahydrofuran). Run at time 30 minute. Product: ClC=1C=C(C=CC1)C1=NC(=CC(=C1)SC)C1=CC=C(C=C1)Cl (2-(3'-chlorophenyl)-4-methylthio-6-(4'-chlorophenyl)pyridine). Yield: 74.7%. As a reaction SMILES: [Cl:1][C:2]1[CH:3]=[C:4]([C:8](=O)[CH3:9])[CH:5]=[CH:6][CH:7]=1.CC(C)([O-])C.[K+].[CH3:17][S:18][C:19](SC)=[CH:20][C:21]([C:23]1[CH:28]=[CH:27][C:26]([Cl:29])=[CH:25][CH:24]=1)=O.C([O-])(=O)C.[NH4+:36].[OH-].[Na+]>C(O)(=O)C.O1CCCC1>[Cl:1][C:2]1[CH:3]=[C:4]([C:8]2[CH:9]=[C:19]([S:18][CH3:17])[CH:20]=[C:21]([C:23]3[CH:28]=[CH:27][C:26]([Cl:29])=[CH:25][CH:24]=3)[N:36]=2)[CH:5]=[CH:6][CH:7]=1 |f:1.2,4.5,6.7|. Reported procedure: To 20 ml of tetrahydrofuran solution containing 0.60 g of m-chloroacetophenone was added 1.0 g of potassium t-butoxide at room temperature, followed by stirring for 30 minutes. Further, 1 g of 3,3-bis-(methylthio)-1-(4'-chlorophenyl)-2-propen-1-one was added, followed by stirring for 1 hour. Subsequently, 20 ml of acetic acid and 3 g of ammonium acetate were added, and reaction was carried out for 3 hours under reflux, while distilling away tetrahydrofuran. The reaction liquid was neutralized wi... Starting materials: ice, C(C=C)OC=1C=C(C=CC(=O)O)C=CC1O (3-allyloxy-4-hydroxy-cinnamic acid), C(C)(=O)OC(C)=O (acetic anhydride). The solvent is [OH-].[Na+] (sodium hydroxide). The product is C(C=C)OC=1C=C(C=CC(=O)O)C=CC1OC(C)=O (3-Allyloxy-4-acetoxy-cinnamic acid). RXN SMILES: [CH2:1]([O:4][C:5]1[CH:6]=[C:7]([CH:13]=[CH:14][C:15]=1[OH:16])[CH:8]=[CH:9][C:10]([OH:12])=[O:11])[CH:2]=[CH2:3].[C:17](OC(=O)C)(=[O:19])[CH3:18]>[OH-].[Na+]>[CH2:1]([O:4][C:5]1[CH:6]=[C:7]([CH:13]=[CH:14][C:15]=1[O:16][C:17](=[O:19])[CH3:18])[CH:8]=[CH:9][C:10]([OH:12])=[O:11])[CH:2]=[CH2:3] |f:2.3|. Reported procedure: 115.5 g (0.525 mol) of 3-allyloxy-4-hydroxy-cinnamic acid are dissolved in 530 ml of 2 N sodium hydroxide solution, 800 g of ice are added and 107 g (1.05 mols) of acetic anhydride are introduced dropwise over the course of quarter of an hour at 0°-5° C., whilst stirring. The crystals which have precipitated are then filtered off, suction-dried and recrystallised from chloroform. 3-Allyloxy-4-acetoxy-cinnamic acid of melting point 154°-155° C. is obtained. Starting materials: CCNC(=O)NOCC(=O)O, CCOC(OCC)C(C)N(Cc1cccc2ccccc12)C(=O)C(N)Cc1ccc(OC(C)(C)C)cc1. Product: CCNC(=O)NOCC(=O)NC(Cc1ccc(OC(C)(C)C)cc1)C(=O)N(Cc1cccc2ccccc12)C(C)C(OCC)OCC. RXN SMILES: [CH2:1]([CH3:2])[NH:3][C:4]([NH:5][O:6][CH2:7][C:8](=[O:9])[OH:10])=[O:11].[NH2:12][CH:13]([C:14](=[O:15])[N:16]([CH2:17][c:18]1[cH:19][cH:20][cH:21][c:22]2[cH:23][cH:24][cH:25][cH:26][c:27]12)[CH:28]([CH:29]([O:30][CH2:31][CH3:32])[O:33][CH2:34][CH3:35])[CH3:36])[CH2:37][c:38]1[cH:39][cH:40][c:41]([O:44][C:45]([CH3:46])([CH3:47])[CH3:48])[cH:42][cH:43]1>>[CH2:1]([CH3:2])[NH:3][C:4]([NH:5][O:6][CH2:7][C:8](=[O:10])[NH:12][CH:13]([C:14](=[O:15])[N:16]([CH2:17][c:18]1[cH:19][cH:20][cH:21][c:22]2[cH:23][cH:24][cH:25][cH:26][c:27]12)[CH:28]([CH:29]([O:30][CH2:31][CH3:32])[O:33][CH2:34][CH3:35])[CH3:36])[CH2:37][c:38]1[cH:39][cH:40][c:41]([O:44][C:45]([CH3:46])([CH3:47])[CH3:48])[cH:42][cH:43]1)=[O:11].